This data is from the Open Reaction Database (ORD), a public repository of structured organic reaction records. The task is: describe an organic reaction: reactants, conditions, products, and yield Reactants: O1C=CC2=C1C=C(C=C2)O (1-benzofuran-6-ol), IC=1C=C(CBr)C=CC1 (3-iodobenzylbromide), C([O-])([O-])=O.[K+].[K+] (potassium carbonate). The solvent is C(C)(=O)OCC (ethyl acetate), CN(C)C=O (DMF). Run at time 3 day. The product is IC=1C=C(COC2=CC3=C(C=CO3)C=C2)C=CC1 (6-[(3-iodobenzyl)oxy]-1-benzofuran). As a reaction SMILES: [O:1]1[C:5]2[CH:6]=[C:7]([OH:10])[CH:8]=[CH:9][C:4]=2[CH:3]=[CH:2]1.[I:11][C:12]1[CH:13]=[C:14]([CH:17]=[CH:18][CH:19]=1)[CH2:15]Br.C(=O)([O-])[O-].[K+].[K+]>CN(C=O)C.C(OCC)(=O)C>[I:11][C:12]1[CH:13]=[C:14]([CH:17]=[CH:18][CH:19]=1)[CH2:15][O:10][C:7]1[CH:8]=[CH:9][C:4]2[CH:3]=[CH:2][O:1][C:5]=2[CH:6]=1 |f:2.3.4|. Procedure details: To a stirred solution of 1-benzofuran-6-ol (1.0 g, 7.5 mmol) and 3-iodobenzylbromide (2.7 g, 9.0 mmol) in DMF (10 mL) was added potassium carbonate (1.5 g, 11.0 mmol). The reaction mixture was stirred under nitrogen at room temperature for 3 days. The reaction was diluted with ethyl acetate, washed with water (2×) and brine, dried over magnesium sulfate, filtered and concentrated. The crude product was purified on a silica gel column, eluting with ethyl acetate (10-50%) in hexane. The final prod... Starting materials: NC1=CC=C(C(=O)OCC(CO)O)C=C1 (2,3-dihydroxypropyl 4-aminobenzoate), C(C)N(CC)C1=C(C(=C(C(=O)O)C=C1)CCCCCCC(C1=CC=CC=C1)=O)O.C(C)N(C1=CC(=C(C(=O)C2=C(C(=O)OCCCCCC)C=CC=C2)C=C1)O)CC (hexyl 2-[4-(diethylamino)-2-hydroxybenzoyl]benzoate (diethylamino hydroxy benzoyl hexylbenzoate)), NC1=C(C(=O)OC2C(CCC(C2)C)C(C)C)C=CC=C1 ((5-methyl-2-propan-2-ylcyclohexyl) 2-aminobenzoate), ethyl-4-bis(hydroxypropyl)-aminobenzoate, ethoxylated ethyl 4-aminobenzoate. Yields the product NC1=CC=C(C(=O)O)C=C1 (4-aminobenzoic acid). RXN SMILES: [NH2:1][C:2]1[CH:15]=[CH:14][C:5]([C:6]([O:8]CC(O)CO)=[O:7])=[CH:4][CH:3]=1.C(N(C1C=CC(C(O)=O)=C(CCCCCCC(=O)C2C=CC=CC=2)C=1O)CC)C.C(N(CC)C1C=CC(C(C2C=CC=CC=2C(OCCCCCC)=O)=O)=C(O)C=1)C.NC1C=CC=CC=1C(OC1CC(C)CCC1C(C)C)=O>>[NH2:1][C:2]1[CH:15]=[CH:14][C:5]([C:6]([OH:8])=[O:7])=[CH:4][CH:3]=1 |f:1.2|. Procedure details: digalloyl triolate; 2,3-dihydroxypropyl 4-aminobenzoate (lisadimate, amyl dimethyl PABA, glyceryl PABA); ethyl-4-bis(hydroxypropyl)-aminobenzoate (roxadimate); ethoxylated ethyl 4-aminobenzoate (PEG-25 PABA); hexyl 2-[4-(diethylamino)-2-hydroxybenzoyl]benzoate (diethylamino hydroxy benzoyl hexylbenzoate); (5-methyl-2-propan-2-ylcyclohexyl) 2-aminobenzoate (menthyl anthranilate, meradimate); Reactants: ClCCCl, COCC(C)O, Cc1cccc(C)c1N(CCl)C(=O)CCl. The product is COCC(C)OCN(C(=O)CCl)c1c(C)cccc1C. RXN SMILES: [CH2:22]([Cl:23])[CH2:24][Cl:25].[CH3:16][O:17][CH2:18][CH:19]([OH:20])[CH3:21].[CH3:1][c:2]1[c:3]([N:4]([C:5]([CH2:6][Cl:7])=[O:8])[CH2:9][Cl:10])[c:11]([CH3:15])[cH:12][cH:13][cH:14]1>>[CH3:1][c:2]1[c:3]([N:4]([C:5]([CH2:6][Cl:7])=[O:8])[CH2:9][O:20][CH:19]([CH2:18][O:17][CH3:16])[CH3:21])[c:11]([CH3:15])[cH:12][cH:13][cH:14]1. Reactants: intermediate 18.2, CC(C)(C)C=1C=C(C=C(C1O)C(C)(C)C)C(C(=O)NC1=C(C=CC(=C1)[N+](=O)[O-])O)=C ((3,5-bis-(1,1-dimethylethyl)-4-hydroxyphenyl]-N-(2-hydroxy-5-nitrophenyl)-2-propenamide), CC(C)(C)C=1C=C(C=C(C1O)C(C)(C)C)C(C(=O)NC1=CC(=C(C=C1)O)[N+](=O)[O-])=C ((3,5-bis-(1,1-dimethylethyl)-4-hydroxyphenyl]-N-(4-hydroxy-3-nitrophenyl)-2-propenamide). Yields the product CC(C)(C)C=1C=C(C=C(C1O)C(C)(C)C)C(C(=O)NC1=C(C=CC(=C1)N)O)=C ((3,5-bis-(1,1-dimethylethyl)-4-hydroxyphenyl]-N-(2-hydroxy-5-aminophenyl)-2-propenamide). Isolated yield 74.0%. As a reaction SMILES: [CH3:1][C:2]([C:5]1[CH:6]=[C:7]([C:16](=[CH2:30])[C:17]([NH:19][C:20]2[CH:25]=[C:24]([N+:26]([O-])=O)[CH:23]=[CH:22][C:21]=2[OH:29])=[O:18])[CH:8]=[C:9]([C:12]([CH3:15])([CH3:14])[CH3:13])[C:10]=1[OH:11])([CH3:4])[CH3:3].CC(C1C=C(C(=C)C(NC2C=CC(O)=C([N+]([O-])=O)C=2)=O)C=C(C(C)(C)C)C=1O)(C)C>>[CH3:4][C:2]([C:5]1[CH:6]=[C:7]([C:16](=[CH2:30])[C:17]([NH:19][C:20]2[CH:25]=[C:24]([NH2:26])[CH:23]=[CH:22][C:21]=2[OH:29])=[O:18])[CH:8]=[C:9]([C:12]([CH3:13])([CH3:14])[CH3:15])[C:10]=1[OH:11])([CH3:1])[CH3:3]. Reported procedure: The experimental protocol used is the same as that described for intermediate 18.2, with 3-[(3,5-bis-(1,1-dimethylethyl)-4-hydroxyphenyl]-N-(2-hydroxy-5-nitrophenyl)-2-propenamide replacing the 3-[(3,5-bis-(1,1-dimethylethyl)-4-hydroxyphenyl]-N-(4-hydroxy-3-nitrophenyl)-2-propenamide. A yellow powder is obtained with a yield of 74%. The product is used without additional purification in the following stage. The reactants are C1(=CC=CC=C1)P(C1=CC=CC=C1)C1=CC=CC=C1 (triphenyl phosphine), N(=NC(=O)OC(C)C)C(=O)OC(C)C (diisopropyl azodicarboxylate), N=1C=CN2C1C=CC=C2CCO (2-(imidazo[1,2-a]pyridin-5-yl)ethanol), C(C)(=S)O (thioacetic acid). Run in O1CCCC1 (tetrahydrofuran), CN(C=O)C (dimethylformamide). Reaction conditions: time 10 minute. Yields the product C(C)(=O)SCCC1=CC=CC=2N1C=CN2 (5-(2-Acetylthioethyl)imidazo[1,2-a]pyridine). Reaction SMILES: C1(P(C2C=CC=CC=2)C2C=CC=CC=2)C=CC=CC=1.N(C(OC(C)C)=O)=NC(OC(C)C)=O.[N:34]1[CH:35]=[CH:36][N:37]2[C:42]([CH2:43][CH2:44]O)=[CH:41][CH:40]=[CH:39][C:38]=12.[C:46]([OH:49])(=[S:48])[CH3:47]>O1CCCC1.CN(C)C=O>[C:46]([S:48][CH2:44][CH2:43][C:42]1[N:37]2[CH:36]=[CH:35][N:34]=[C:38]2[CH:39]=[CH:40][CH:41]=1)(=[O:49])[CH3:47]. Reported procedure: To a solution of triphenyl phosphine (4.20 g) in tetrahydrofuran (30 ml) was added dropwise, at −15° C., diisopropyl azodicarboxylate (3.16 ml). The mixture was stirred for 10 minutes at the same temperature. To the reaction mixture were, then, added a solution of 2-(imidazo[1,2-a]pyridin-5-yl)ethanol (1.00 g) in dimethylformamide (20 ml) and thioacetic acid (1.14 ml). The reaction mixture was stirred for 0.5 hour at −15° C. and, then, for 20 hours at room temperature. The reaction mixture was c...